Dataset: the Open Reaction Database (ORD), a public repository of structured organic reaction records. Task: describe an organic reaction: reactants, conditions, products, and yield Reactants: CCC(O)c1cc(Br)ccc1F, ClCCl, O=[Cr](=O)([O-])O[Cr](=O)(=O)[O-], c1cc[nH+]cc1, c1cc[nH+]cc1. Yields the product CCC(=O)c1cc(Br)ccc1F. RXN SMILES: [Br:1][c:2]1[cH:3][cH:4][c:5]([F:12])[c:6]([CH:8]([CH2:9][CH3:10])[OH:11])[cH:7]1.[Cl:34][CH2:35][Cl:36].[Cr:13]([O:14][Cr:15]([O-:16])(=[O:17])=[O:18])([O-:19])(=[O:20])=[O:21].[nH+:22]1[cH:23][cH:24][cH:25][cH:26][cH:27]1.[nH+:28]1[cH:29][cH:30][cH:31][cH:32][cH:33]1>>[Br:1][c:2]1[cH:3][cH:4][c:5]([F:12])[c:6]([C:8]([CH2:9][CH3:10])=[O:11])[cH:7]1. Procedure details: The titled compound was synthesized according to the procedure described for preparation of N4-cyclopentyl-5,6-dimethyl-N2-(pyridin-2-ylmethyl)pyrimidine-2,4-diamine (Example 29) using (3,4-difluorophenyl)amine instead of cyclopentanamine. The crude material was purified by column chromatography eluting with mixture of chloroform/ethanol/20% water solution of ammonia (200:10:1), and then the final product was washed with diethyl ether to afford the titled compound as a light-yellow solid. 1H NMR... Reactants: C1(CCCC1)NC1=NC(=NC(=C1C)C)NCC1=NC=CC=C1 (N4-cyclopentyl-5,6-dimethyl-N2-(pyridin-2-ylmethyl)pyrimidine-2,4-diamine), FC=1C=C(C=CC1F)N ((3,4-difluorophenyl)amine). As a reaction SMILES: C1(N[C:7]2[C:12]([CH3:13])=[C:11]([CH3:14])[N:10]=[C:9]([NH:15][CH2:16][C:17]3[CH:22]=[CH:21][CH:20]=[CH:19][N:18]=3)[N:8]=2)CCCC1.[F:23][C:24]1[CH:25]=[C:26]([NH2:31])[CH:27]=[CH:28][C:29]=1[F:30]>>[F:23][C:24]1[CH:25]=[C:26]([NH:31][C:7]2[C:12]([CH3:13])=[C:11]([CH3:14])[N:10]=[C:9]([NH:15][CH2:16][C:17]3[CH:22]=[CH:21][CH:20]=[CH:19][N:18]=3)[N:8]=2)[CH:27]=[CH:28][C:29]=1[F:30]. Yields the product FC=1C=C(C=CC1F)NC1=NC(=NC(=C1C)C)NCC1=NC=CC=C1 (N4-(3,4-difluorophenyl)-5,6-dimethyl-N2-(pyridin-2-ylmethyl)pyrimidine-2,4-diamine). The reactants are CC=1N=C(SC1)[C@@H]1NCCC1 ((R)-4-methyl-2-(pyrrolidin-2-yl)thiazole), C(C)(C)(C)OC(=O)N1[C@H](CCCC1)C(=O)O ((R)-1-(tert-butoxycarbonyl)piperidine-2-carboxylic acid). Product: CC=1N=C(SC1)[C@@H]1NCCCC1 ((R)-4-methyl-2-(piperidin-2-yl)thiazole), CC=1N=C(SC1)[C@@H]1N(CCCC1)C(=O)OC(C)(C)C ((R)-tert-butyl 2-(4-methylthiazol-2-yl)piperidine-1-carboxylate). As a reaction SMILES: [CH3:1][C:2]1[N:3]=[C:4]([C@H:7]2[CH2:11][CH2:10][CH2:9][NH:8]2)[S:5][CH:6]=1.[C:12]([O:16][C:17]([N:19]1[CH2:24][CH2:23][CH2:22][CH2:21][C@@H:20]1[C:25](O)=O)=[O:18])([CH3:15])([CH3:14])[CH3:13]>>[CH3:1][C:2]1[N:3]=[C:4]([C@H:7]2[CH2:11][CH2:10][CH2:9][CH2:12][NH:8]2)[S:5][CH:6]=1.[CH3:11][C:7]1[N:8]=[C:25]([C@H:20]2[CH2:21][CH2:22][CH2:23][CH2:24][N:19]2[C:17]([O:16][C:12]([CH3:15])([CH3:14])[CH3:13])=[O:18])[S:5][CH:4]=1. Procedure: (R)-4-methyl-2-(piperidin-2-yl)thiazole was prepared following the same procedure as in the preparation of (R)-4-methyl-2-(pyrrolidin-2-yl)thiazole starting from the commercially available (R)-1-(tert-butoxycarbonyl)piperidine-2-carboxylic acid (Aldrich) to obtain (R)-tert-butyl 2-(4-methylthiazol-2-yl)piperidine-1-carboxylate which was deprotected using standard TFA conditions to obtain the desired product. Reactants: COc1ccc(B(O)O)c(OCCOCc2ccccc2)c1, Cc1ccccc1, CCO, [K+], [K+], O=C([O-])[O-], CCCOc1ccc2c(c1)C(OS(=O)(=O)F)=C(C(=O)OC)C2c1ccc2c(c1)OCO2. Yields the product CCCOc1ccc2c(c1)C(c1ccc(OC)cc1OCCOCc1ccccc1)=C(C(=O)OC)C2c1ccc2c(c1)OCO2. As a reaction SMILES: [CH3:32][O:33][c:34]1[cH:35][c:36]([O:43][CH2:44][CH2:45][O:46][CH2:47][c:48]2[cH:49][cH:50][cH:51][cH:52][cH:53]2)[c:37]([B:40]([OH:41])[OH:42])[cH:38][cH:39]1.[CH3:54][c:55]1[cH:56][cH:57][cH:58][cH:59][cH:60]1.[CH3:67][CH2:68][OH:69].[K+:61].[K+:62].[O-:63][C:64]([O-:65])=[O:66].[O:1]1[CH2:2][O:3][c:4]2[c:5]1[cH:6][cH:7][c:8]([CH:10]1[C:11]([C:28](=[O:29])[O:30][CH3:31])=[C:12]([O:23][S:24]([F:25])(=[O:26])=[O:27])[c:13]3[cH:14][c:15]([O:19][CH2:20][CH2:21][CH3:22])[cH:16][cH:17][c:18]31)[cH:9]2>>[O:1]1[CH2:2][O:3][c:4]2[c:5]1[cH:6][cH:7][c:8]([CH:10]1[C:11]([C:28](=[O:29])[O:30][CH3:31])=[C:12]([c:37]3[c:36]([O:43][CH2:44][CH2:45][O:46][CH2:47][c:48]4[cH:49][cH:50][cH:51][cH:52][cH:53]4)[cH:35][c:34]([O:33][CH3:32])[cH:39][cH:38]3)[c:13]3[cH:14][c:15]([O:19][CH2:20][CH2:21][CH3:22])[cH:16][cH:17][c:18]31)[cH:9]2. Reactants: COc1cc(C2CCN(C(=O)OC(C)(C)C)CC2C)c2occc2c1, Cl, C1COCCO1. Yields the product Cl, COc1cc(C2CCNCC2C)c2occc2c1. As a reaction SMILES: [C:1]([O:2][C:3](=[O:4])[N:8]1[CH2:9][CH:10]([CH3:25])[CH:11]([c:14]2[cH:15][c:16]([O:23][CH3:24])[cH:17][c:18]3[cH:19][cH:20][o:21][c:22]23)[CH2:12][CH2:13]1)([CH3:5])([CH3:6])[CH3:7].[ClH:26].[O:27]1[CH2:28][CH2:29][O:30][CH2:31][CH2:32]1>>[ClH:26].[NH:8]1[CH2:9][CH:10]([CH3:25])[CH:11]([c:14]2[cH:15][c:16]([O:23][CH3:24])[cH:17][c:18]3[cH:19][cH:20][o:21][c:22]23)[CH2:12][CH2:13]1. The reactants are CC(C)(CCS(=O)(=O)CCOCCOCCOC)NC(OCC1=CC=CC=C1)=O (Benzyl 2-methyl-4-(2-(2-(2-methoxyethoxy)ethoxy)ethylsulfonyl)butan-2-ylcarbamate). The solvent is CO (methanol). Reaction conditions: time 1.5 hour. Yields the product CC(C)(CCS(=O)(=O)CCOCCOCCOC)N (2-Methyl-4-(2-(2-(2-methoxyethoxy)ethoxy)ethylsulfonyl)butan-2-amine). Reaction SMILES: [CH3:1][C:2]([NH:19]C(=O)OCC1C=CC=CC=1)([CH2:4][CH2:5][S:6]([CH2:9][CH2:10][O:11][CH2:12][CH2:13][O:14][CH2:15][CH2:16][O:17][CH3:18])(=[O:8])=[O:7])[CH3:3]>CO>[CH3:3][C:2]([NH2:19])([CH2:4][CH2:5][S:6]([CH2:9][CH2:10][O:11][CH2:12][CH2:13][O:14][CH2:15][CH2:16][O:17][CH3:18])(=[O:8])=[O:7])[CH3:1]. Procedure details: Benzyl 2-methyl-4-(2-(2-(2-methoxyethoxy)ethoxy)ethylsulfonyl)butan-2-ylcarbamate (790 mg, 1.83 mmol) was dissolved in methanol (15 ml) and was purged with nitrogen. Palladium on carbon (10%, 40 mg) was added, and the suspension was put under a blanket of hydrogen (1.3 atmospheres). The suspension was stirred for 1.5 hours, filtered through a 0.45 um PTFE filter, and the solution concentrated in vacuo. The material was used without further purification. 1H NMR (400 MHz, CDCl3) δ 1.19 (s, 6H), 1....